This data is from the Open Reaction Database (ORD), a public repository of structured organic reaction records. The task is: describe an organic reaction: reactants, conditions, products, and yield Reactants: NC1=NC(=C(C(=N1)C=1OC=CC1)C#N)S(=O)C (2-amino-4-furan-2-yl-6-methanesulfinyl-pyrimidine-5-carbonitrile), CC1=CC=CC(=N1)CO (6-methyl-2-pyridinemethanol), C1CCC2=NCCCN2CC1 (DBU). Run in COCCOC (DME). The product is NC1=NC(=C(C(=N1)C=1OC=CC1)C#N)OCC1=NC(=CC=C1)C (2-Amino-4-furan-2-yl-6-(6-methyl-pyridin-2-ylmethoxy)-pyrimidine-5-carbonitrile). RXN SMILES: [NH2:1][C:2]1[N:7]=[C:6]([C:8]2[O:9][CH:10]=[CH:11][CH:12]=2)[C:5]([C:13]#[N:14])=[C:4](S(C)=O)[N:3]=1.[CH3:18][C:19]1[N:24]=[C:23]([CH2:25][OH:26])[CH:22]=[CH:21][CH:20]=1.C1CCN2C(=NCCC2)CC1>COCCOC>[NH2:1][C:2]1[N:7]=[C:6]([C:8]2[O:9][CH:10]=[CH:11][CH:12]=2)[C:5]([C:13]#[N:14])=[C:4]([O:26][CH2:25][C:23]2[CH:22]=[CH:21][CH:20]=[C:19]([CH3:18])[N:24]=2)[N:3]=1. Procedure details: From 2-amino-4-furan-2-yl-6-methanesulfinyl-pyrimidine-5-carbonitrile, 6-methyl-2-pyridinemethanol and DBU in DME. ES-MS m/e (%): 330 (M+Na+, 10), 308 (M+H+, 100). Reactants: C(CCCCC)N(C1=CC2=C(OC(OC2=O)(C)C)C=C1)CC1=CC=C(C=C1)C#CC1=CC=C(C=C1)OC (6-(hexyl{4-[(4-methoxyphenyl)ethynyl]benzyl}amino)-2,2-dimethyl-4H-1,3-benzodioxin-4-one), [OH-].[Na+] (NaOH). Solvent: CO (MeOH). Conditions: time 1 hour. Yields the product C(CCCCC)N(C=1C=CC(=C(C(=O)O)C1)O)CC1=CC=C(C=C1)C#CC1=CC=C(C=C1)OC (5-(hexyl{4-[(4-methoxyphenyl)ethynyl]benzyl}amino)-2-hydroxybenzoic acid). The yield is 11.4%. As a reaction SMILES: [CH2:1]([N:7]([CH2:21][C:22]1[CH:27]=[CH:26][C:25]([C:28]#[C:29][C:30]2[CH:35]=[CH:34][C:33]([O:36][CH3:37])=[CH:32][CH:31]=2)=[CH:24][CH:23]=1)[C:8]1[CH:20]=[CH:19][C:11]2[O:12]C(C)(C)[O:14][C:15](=[O:16])[C:10]=2[CH:9]=1)[CH2:2][CH2:3][CH2:4][CH2:5][CH3:6].[OH-].[Na+]>CO>[CH2:1]([N:7]([CH2:21][C:22]1[CH:23]=[CH:24][C:25]([C:28]#[C:29][C:30]2[CH:31]=[CH:32][C:33]([O:36][CH3:37])=[CH:34][CH:35]=2)=[CH:26][CH:27]=1)[C:8]1[CH:20]=[CH:19][C:11]([OH:12])=[C:10]([CH:9]=1)[C:15]([OH:16])=[O:14])[CH2:2][CH2:3][CH2:4][CH2:5][CH3:6] |f:1.2|. Procedure: To a solution of 6-(hexyl{4-[(4-methoxyphenyl)ethynyl]benzyl}amino)-2,2-dimethyl-4H-1,3-benzodioxin-4-one (520 mg; 1.05 mmol) in MeOH (20 mL) was added an aqueous solution of NaOH (1.05 mL, 5N). The reaction mixture was stirred at rt for 1 h. The yellow precipitate obtained was filtrated and washed with cola water. It was suspended again in MeOH (20 mL) and aqueous solution of NaOH (2 mL, 5N) and heated at 70° C. overnight. The reaction mixture was poured into an aqueous solution of HCl (1N) and... Reactants: COC(C(COC)CC(CO)O)N (1,3-dimethoxy-2-(2',3'-dihydroxypropyl)-amino-propane), O (water). The solvent is Cl (hydrochloric acid). The product is OC(C(CO)CC(CO)O)N (1,3-dihydroxy-2-(2',3'-dihydroxypropyl)-amino-propane). Reaction SMILES: C[O:2][CH:3]([NH2:13])[CH:4]([CH2:8][CH:9]([OH:12])[CH2:10][OH:11])[CH2:5][O:6]C.O>Cl>[OH:2][CH:3]([NH2:13])[CH:4]([CH2:8][CH:9]([OH:12])[CH2:10][OH:11])[CH2:5][OH:6]. Procedure details: 1,3-dimethoxy-2-(2',3'-dihydroxypropyl)-amino-propane (96.6 g, 0.5 moles) in 1000 ml of 20% hydrochloric acid is refluxed for 65 hours and subsequently worked up according to the method described in Example 2 B. The readily water soluble 1,3-dihydroxy-2-(2',3'-dihydroxypropyl)-amino-propane, which boils at about 155° C. at 0.05 torr, is obtained in a yield of 64.4 g, corresponding to 78% of the theoretical. The reactants are N1C(C2(C3=CC=CC=C13)COC=1C2=CC2=C(OCCCO2)C1)=O (3,4-dihydro-2H-spiro[furo[2,3-h][1,5]benzodioxepine-9,3′-indol]-2′(1′H)-one), CC1=CC=C(C=C1)S(=O)(=O)OC[C@@H]1OCCOC1 ((R)-(1,4-dioxan-2-yl)methyl 4-methylbenzenesulfonate), N1C(C2(C3=CC=CC=C13)COC=1C2=CC2=C(OCO2)C1)=O (spiro[furo[2,3-f][1,3]benzodioxole-7,3′-indol]-2′(1′H)-one), CC1=CC=C(C=C1)S(=O)(=O)OC[C@@H]1OCCC1 ((R)-(tetrahydrofuran-2-yl)methyl 4-methylbenzenesulfonate). The product is O1[C@H](CCC1)CN1C(C2(C3=CC=CC=C13)COC=1C2=CC2=C(OCCCO2)C1)=O (1′-[(2R)-tetrahydrofuran-2-ylmethyl]-3,4-dihydro-2H-spiro[furo[2,3-h][1,5]benzodioxepine-9,3′-indol]-2′(1′H)-one). RXN SMILES: [NH:1]1[C:9]2[C:4](=[CH:5][CH:6]=[CH:7][CH:8]=2)[C:3]2([C:13]3=[CH:14][C:15]4[O:21][CH2:20][CH2:19][CH2:18][O:17][C:16]=4[CH:22]=[C:12]3[O:11][CH2:10]2)[C:2]1=[O:23].N1C2C(=CC=CC=2)[C:26]2([C:36]3=CC4OCOC=4[CH:43]=[C:35]3[O:34][CH2:33]2)C1=O.CC1C=CC(S(OC[C@H]2CCCO2)(=O)=O)=CC=1.CC1C=CC(S(OC[C@H]2COCCO2)(=O)=O)=CC=1>>[O:34]1[CH2:33][CH2:26][CH2:36][C@@H:35]1[CH2:43][N:1]1[C:9]2[C:4](=[CH:5][CH:6]=[CH:7][CH:8]=2)[C:3]2([C:13]3=[CH:14][C:15]4[O:21][CH2:20][CH2:19][CH2:18][O:17][C:16]=4[CH:22]=[C:12]3[O:11][CH2:10]2)[C:2]1=[O:23]. Procedure details: Following the procedure as described in EXAMPLE 8 and making non-critical variations using 3,4-dihydro-2H-spiro[furo[2,3-h][1,5]benzodioxepine-9,3′-indol]-2′(1′H)-one to replace spiro[furo[2,3-f][1,3]benzodioxole-7,3′-indol]-2′(1′H)-one, and (R)-(tetrahydrofuran-2-yl)methyl 4-methylbenzenesulfonate to replace (R)-(1,4-dioxan-2-yl)methyl 4-methylbenzenesulfonate, 1′-[(2R)-tetrahydrofuran-2-ylmethyl]-3,4-dihydro-2H-spiro[furo[2,3-h][1,5]benzodioxepine-9,3′-indol]-2′(1′H)-one was obtained (80%) as ... The reactants are [OH-].[Na+] (NaOH), C(C)(C)(C)OC(=O)N1[C@@H](CCC1)COC1=NC=C(C=C1)C(C1=CC=CC=C1)O ((S)-2-[5-(Hydroxy-phenyl-methyl)-pyridin-2-yloxymethyl]-pyrrolidine-1-carboxylic acid tert-butyl ester), CCOC(=O)C (EtOAc). The reagents and catalysts are [Pd] (Pd/C). Solvent: CO.CC(=O)O (MeOH AcOH). Reaction conditions: time 6 hour. The product is C(C)(C)(C)OC(=O)N1[C@@H](CCC1)COC1=NC=C(C=C1)CC1=CC=CC=C1 ((S)-2-(5-Benzyl-pyridin-2-yloxymethyl)-pyrrolidine-1-carboxylic acid tert-butyl ester). The yield is 60.5%. Reaction SMILES: [C:1]([O:5][C:6]([N:8]1[CH2:12][CH2:11][CH2:10][C@H:9]1[CH2:13][O:14][C:15]1[CH:20]=[CH:19][C:18]([CH:21](O)[C:22]2[CH:27]=[CH:26][CH:25]=[CH:24][CH:23]=2)=[CH:17][N:16]=1)=[O:7])([CH3:4])([CH3:3])[CH3:2].[OH-].[Na+].CCOC(C)=O>CO.CC(O)=O.[Pd]>[C:1]([O:5][C:6]([N:8]1[CH2:12][CH2:11][CH2:10][C@H:9]1[CH2:13][O:14][C:15]1[CH:20]=[CH:19][C:18]([CH2:21][C:22]2[CH:23]=[CH:24][CH:25]=[CH:26][CH:27]=2)=[CH:17][N:16]=1)=[O:7])([CH3:4])([CH3:2])[CH3:3] |f:1.2,4.5|. Reported procedure: To product from step 2 (50 mg, 0.13 mM) was added Pd/C, 10% (40 mg, wt) in MeOH/AcOH (1.5 ml, 6:4) and stirred under H2 (H2 balloon, atm pr) for 6 h. 10% NaOH (5 mL) was added to quench the reaction. EtOAc was added and the mixture was filtered and dried down to give the title compound (29 mg, 83%). Reactants: BrC=1C=CC=2N(C1)C=C(N2)C=2C=CC(=C(C2)NC(C(C)(C)C)=O)C(F)(F)F (N-[5-(6-bromoimidazo[1,2-a]pyridin-2-yl)-2-(trifluoromethyl)phenyl]-2,2-dimethyl-propanamide), FC1=C(C=CC=C1)B(O)O ((2-fluorophenyl)boronic acid), C(=O)([O-])[O-].[Na+].[Na+] (Na2CO3). Reagents/catalysts: Cl[Pd]([P](C1=CC=CC=C1)(C2=CC=CC=C2)C3=CC=CC=C3)([P](C4=CC=CC=C4)(C5=CC=CC=C5)C6=CC=CC=C6)Cl (bis(triphenylphosphine)palladium(II) dichloride). Run in C(C)(C)O.O (isopropanol water). Reaction conditions: temperature 80 celsius, time 16 hour. The product is FC1=C(C=CC=C1)C=1C=CC=2N(C1)C=C(N2)C=2C=CC(=C(C2)NC(C(C)(C)C)=O)C(F)(F)F (N-[5-[6-(2-fluorophenyl)imidazo[1,2-a]pyridin-2-yl]-2-(trifluoromethyl)phenyl]-2,2-dimethyl-propanamide). Yield: 27.9%. As a reaction SMILES: Br[C:2]1[CH:3]=[CH:4][C:5]2[N:6]([CH:8]=[C:9]([C:11]3[CH:12]=[CH:13][C:14]([C:24]([F:27])([F:26])[F:25])=[C:15]([NH:17][C:18](=[O:23])[C:19]([CH3:22])([CH3:21])[CH3:20])[CH:16]=3)[N:10]=2)[CH:7]=1.[F:28][C:29]1[CH:34]=[CH:33][CH:32]=[CH:31][C:30]=1B(O)O.C([O-])([O-])=O.[Na+].[Na+]>Cl[Pd](Cl)([P](C1C=CC=CC=1)(C1C=CC=CC=1)C1C=CC=CC=1)[P](C1C=CC=CC=1)(C1C=CC=CC=1)C1C=CC=CC=1.C(O)(C)C.O>[F:28][C:29]1[CH:34]=[CH:33][CH:32]=[CH:31][C:30]=1[C:2]1[CH:3]=[CH:4][C:5]2[N:6]([CH:8]=[C:9]([C:11]3[CH:12]=[CH:13][C:14]([C:24]([F:26])([F:27])[F:25])=[C:15]([NH:17][C:18](=[O:23])[C:19]([CH3:22])([CH3:20])[CH3:21])[CH:16]=3)[N:10]=2)[CH:7]=1 |f:2.3.4,6.7,^1:46,65|. Procedure details: An 8 mL vial is charged with N-[5-(6-bromoimidazo[1,2-a]pyridin-2-yl)-2-(trifluoromethyl)phenyl]-2,2-dimethyl-propanamide (0.044 g, 0.11 mol), (2-fluorophenyl)boronic acid (Combi-Blocks, 28 mg, 0.2 mmol), Na2CO3 (0.032 g, 0.3 mmol), bis(triphenylphosphine)palladium(II) dichloride (7 mg, 0.01 mmol) and isopropanol-water (1 mL, 3:1). The reaction mixture is stirred at 80° C. for 16 hr, then cooled, concentrated, taken into EtOAc and CH2Cl2 (1:1), filtered, concentrated onto celite and purified by ... Reactants: CS(=O)(=O)c1ncc2c(=O)c(C(N)=O)cn(-c3ccc4c(c3)CCC4)c2n1, CN1CCNCC1, O=[N+]([O-])c1ccc(F)c(O)c1, CN1CCN(c2ccc(N)c(O)c2)CC1. The product is CN1CCN(c2ccc(Nc3ncc4c(=O)c(C(N)=O)cn(-c5ccc6c(c5)CCC6)c4n3)c(O)c2)CC1. Reaction SMILES: [CH2:34]1[CH2:35][CH2:36][c:37]2[cH:38][c:39](-[n:43]3[cH:44][c:45]([C:58](=[O:59])[NH2:60])[c:46](=[O:57])[c:47]4[c:48]3[n:49][c:50]([S:53]([CH3:54])(=[O:55])=[O:56])[n:51][cH:52]4)[cH:40][cH:41][c:42]21.[CH3:27][N:28]1[CH2:29][CH2:30][NH:31][CH2:32][CH2:33]1.[F:16][c:17]1[cH:18][cH:19][c:20]([N+:21]([O-:22])=[O:23])[cH:24][c:25]1[OH:26].[NH2:1][c:2]1[c:3]([OH:15])[cH:4][c:5]([N:8]2[CH2:9][CH2:10][N:11]([CH3:14])[CH2:12][CH2:13]2)[cH:6][cH:7]1>>[NH:1]([c:2]1[c:3]([OH:15])[cH:4][c:5]([N:8]2[CH2:9][CH2:10][N:11]([CH3:14])[CH2:12][CH2:13]2)[cH:6][cH:7]1)[c:50]1[n:49][c:48]2[n:43](-[c:39]3[cH:38][c:37]4[c:42]([cH:41][cH:40]3)[CH2:34][CH2:35][CH2:36]4)[cH:44][c:45]([C:58](=[O:59])[NH2:60])[c:46](=[O:57])[c:47]2[cH:52][n:51]1. Run at time 10 minute. Procedure details: 50 ml (0.05 mol) of a 1 molar solution of lithium tri-sec.-butyl-borohydride in absolute tetrahydrofuran are diluted with 100 ml of absolute tetrahydrofuran under a nitrogen atmosphere and then, at -65° C. to -70° C., with stirring and within 10 minutes, a solution of 5.8 g (0.025 mol) of 4-(4-dimethylaminomethylphenyl)-cyclohexanone in 50 ml of absolute tetrahydrofuran is added thereto. The reaction mixture is then left to react for 3 hours at -70° C. and then heated to ambient temperature with... RXN SMILES: C([BH-](C(CC)C)C(CC)C)(CC)C.[Li+].[CH3:15][N:16]([CH2:18][C:19]1[CH:24]=[CH:23][C:22]([CH:25]2[CH2:30][CH2:29][C:28](=[O:31])[CH2:27][CH2:26]2)=[CH:21][CH:20]=1)[CH3:17].C(O)C.OO>O1CCCC1>[CH3:17][N:16]([CH2:18][C:19]1[CH:24]=[CH:23][C:22]([C@@H:25]2[CH2:30][CH2:29][C@H:28]([OH:31])[CH2:27][CH2:26]2)=[CH:21][CH:20]=1)[CH3:15] |f:0.1|. The solvent is O1CCCC1 (tetrahydrofuran), O1CCCC1 (tetrahydrofuran), O1CCCC1 (tetrahydrofuran). The product is CN(C)CC1=CC=C(C=C1)[C@H]1CC[C@H](CC1)O (cis-4-(4-Dimethylaminomethylphenyl)-cyclohexanol). The reactants are solution, C(C)(CC)[BH-](C(C)CC)C(C)CC.[Li+] (lithium tri-sec.-butyl-borohydride), C(C)O (ethanol), CN(C)CC1=CC=C(C=C1)C1CCC(CC1)=O (4-(4-dimethylaminomethylphenyl)-cyclohexanone), organoborane, OO (hydrogen peroxide). Starting materials: ClOC(C)(C)C (tert-butyl hypochlorite), C(C)(C)C1=CC=C(C=NO)C=C1 (4-isopropylbenzaldoxime). The solvent is C(Cl)(Cl)(Cl)Cl (carbon tetrachloride), C(Cl)(Cl)(Cl)Cl (carbon tetrachloride). Run at time 15 minute. The product is C(C)(C)C1=CC=C(C(=NO)Cl)C=C1 (4-isopropylbenzohydroximoyl chloride). The yield is 72.9%. As a reaction SMILES: [Cl:1]OC(C)(C)C.[CH:7]([C:10]1[CH:18]=[CH:17][C:13]([CH:14]=[N:15][OH:16])=[CH:12][CH:11]=1)([CH3:9])[CH3:8]>C(Cl)(Cl)(Cl)Cl>[CH:7]([C:10]1[CH:18]=[CH:17][C:13]([C:14]([Cl:1])=[N:15][OH:16])=[CH:12][CH:11]=1)([CH3:9])[CH3:8]. Procedure: A solution of 5.4 g of tert-butyl hypochlorite in 25 ml of carbon tetrachloride was added dropwise during 15 minutes into a solution of 6.8 g of 4-isopropylbenzaldoxime (m.p. 61°-63°, prepared in the manner described in Example II) in 50 ml of carbon tetrachloride while the temperature was maintained at 15°-23°. The green mixture was stirred for 15 minutes, then concentrated. The oil was crystallized from hexane to give 6 g of 4-isopropylbenzohydroximoyl chloride. RXN SMILES: [CH3:1][O:2][C:3](=[O:4])[c:5]1[n:6][c:7]([S:12](=[O:13])(=[O:14])[N:15]2[CH2:16][CH2:17][CH2:18][CH2:19][CH2:20]2)[c:8]([CH3:11])[cH:9][cH:10]1.[Li+:23].[O:24]1[CH2:25][CH2:26][O:27][CH2:28][CH2:29]1.[OH-:22].[OH2:21].[OH2:30]>>[O:2]=[C:3]([OH:4])[c:5]1[n:6][c:7]([S:12](=[O:13])(=[O:14])[N:15]2[CH2:16][CH2:17][CH2:18][CH2:19][CH2:20]2)[c:8]([CH3:11])[cH:9][cH:10]1. Starting materials: COC(=O)c1ccc(C)c(S(=O)(=O)N2CCCCC2)n1, [Li+], C1COCCO1, [OH-], O, O. Yields the product Cc1ccc(C(=O)O)nc1S(=O)(=O)N1CCCCC1.